Dataset: the Open Reaction Database (ORD), a public repository of structured organic reaction records. Task: describe an organic reaction: reactants, conditions, products, and yield Reactants: CC1(OCCO1)C1=CC=C(O1)CN1N=CC(=N1)N (2-[5-(2-methyl-[1,3]dioxolan-2-yl)-furan-2-ylmethyl]-2H-[1,2,3]triazol-4-ylamine), C1(=CC(=CC=C1)/C=C/C(=O)O)C ((E)-3-m-tolyl-acrylic acid). Product: C(C)(=O)C1=CC=C(O1)CN1N=CC(=N1)NC(\C=C\C=1C=C(C=CC1)C)=O ((E)-N-[2-(5-Acetyl-furan-2-ylmethyl)-2H-[1,2,3]triazol-4-yl]-3-m-tolyl-acrylamide). RXN SMILES: [CH3:1][C:2]1([C:7]2[O:11][C:10]([CH2:12][N:13]3[N:17]=[C:16]([NH2:18])[CH:15]=[N:14]3)=[CH:9][CH:8]=2)[O:6]CCO1.[C:19]1([CH3:30])[CH:24]=[CH:23][CH:22]=[C:21](/[CH:25]=[CH:26]/[C:27](O)=[O:28])[CH:20]=1>>[C:2]([C:7]1[O:11][C:10]([CH2:12][N:13]2[N:17]=[C:16]([NH:18][C:27](=[O:28])/[CH:26]=[CH:25]/[C:21]3[CH:20]=[C:19]([CH3:30])[CH:24]=[CH:23][CH:22]=3)[CH:15]=[N:14]2)=[CH:9][CH:8]=1)(=[O:6])[CH3:1]. Reported procedure: Following general procedure A followed by L, starting from 2-[5-(2-methyl-[1,3]dioxolan-2-yl)-furan-2-ylmethyl]-2H-[1,2,3]triazol-4-ylamine and (E)-3-m-tolyl-acrylic acid. Starting materials: OCCBr, Cc1cccc2c(=O)[nH]c(C3CCNC3)cc12, Cl. The product is Cc1cccc2c(=O)[nH]c(C3CCN(CCO)C3)cc12. As a reaction SMILES: [Br:19][CH2:20][CH2:21][OH:22].[CH3:2][c:3]1[c:4]2[cH:5][c:6]([CH:14]3[CH2:15][NH:16][CH2:17][CH2:18]3)[nH:7][c:8](=[O:13])[c:9]2[cH:10][cH:11][cH:12]1.[ClH:1]>>[CH3:2][c:3]1[c:4]2[cH:5][c:6]([CH:14]3[CH2:15][N:16]([CH2:20][CH2:21][OH:22])[CH2:17][CH2:18]3)[nH:7][c:8](=[O:13])[c:9]2[cH:10][cH:11][cH:12]1. Reported procedure: In 50 ml of acetone was dissolved 2.17 grams of 4-(7-hydroxy-2-fluorenyl)-butan-2-one, then 1.43 grams of potassium carbonate (anhydrous) was added, and heated to reflux for 2 hours after addition of an excess of methyl iodide. The mixture was stirred at room temperature for overnight and acetone was removed by evaporation in vacuo. The residue was dissolved in ethyl acetate, washed with water, dried with magnesium sulfate, and ethyl acetate was removed therefrom by evaporation in vacuo. The res... The solvent is CC(=O)C (acetone). Reaction SMILES: [OH:1][C:2]1[CH:14]=[C:13]2[C:5]([C:6]3[CH:7]=[CH:8][C:9]([CH2:15][CH2:16][C:17](=[O:19])[CH3:18])=[CH:10][C:11]=3[CH2:12]2)=[CH:4][CH:3]=1.[C:20](=O)([O-])[O-].[K+].[K+].CI>CC(C)=O>[CH3:20][O:1][C:2]1[CH:14]=[C:13]2[C:5]([C:6]3[CH:7]=[CH:8][C:9]([CH2:15][CH2:16][C:17](=[O:19])[CH3:18])=[CH:10][C:11]=3[CH2:12]2)=[CH:4][CH:3]=1 |f:1.2.3|. The yield is 50.2%. Yields the product COC1=CC=C2C=3C=CC(=CC3CC2=C1)CCC(C)=O (4-(7-methoxy-2-flourenyl)-butan-2-one). Starting materials: OC1=CC=C2C=3C=CC(=CC3CC2=C1)CCC(C)=O (4-(7-hydroxy-2-fluorenyl)-butan-2-one), C([O-])([O-])=O.[K+].[K+] (potassium carbonate), CI (methyl iodide). Reaction conditions: time 8 hour.